From a dataset of the Open Reaction Database (ORD), a public repository of structured organic reaction records. describe an organic reaction: reactants, conditions, products, and yield Reactants: OC(c1ccc(Br)cc1)(C(F)(F)F)C(F)(F)F, O=S(=O)(c1cccs1)N1CCNC(Cc2ccccc2)C1, Cc1ccccc1, CC(C)(C)[O-], CC(C)Oc1cccc(OC(C)C)c1-c1ccccc1P(C1CCCCC1)C1CCCCC1, [Na+], O=C(C=Cc1ccccc1)C=Cc1ccccc1, O=C(C=Cc1ccccc1)C=Cc1ccccc1, O=C(C=Cc1ccccc1)C=Cc1ccccc1, [Pd], [Pd]. The product is O=S(=O)(c1cccs1)N1CCN(c2ccc(C(O)(C(F)(F)F)C(F)(F)F)cc2)C(Cc2ccccc2)C1. RXN SMILES: [Br:1][c:2]1[cH:3][cH:4][c:5]([C:8]([C:9]([F:10])([F:11])[F:12])([C:13]([F:14])([F:15])[F:16])[OH:17])[cH:6][cH:7]1.[CH2:18]([c:19]1[cH:20][cH:21][cH:22][cH:23][cH:24]1)[CH:25]1[CH2:26][N:27]([S:31](=[O:32])(=[O:33])[c:34]2[s:35][cH:36][cH:37][cH:38]2)[CH2:28][CH2:29][NH:30]1.[CH3:134][c:135]1[cH:136][cH:137][cH:138][cH:139][cH:140]1.[CH3:39][C:40]([CH3:41])([O-:42])[CH3:43].[CH:45]1([P:46]([CH:47]2[CH2:48][CH2:49][CH2:50][CH2:51][CH2:52]2)[c:53]2[cH:54][cH:55][cH:56][cH:57][c:58]2-[c:59]2[c:60]([O:61][CH:62]([CH3:63])[CH3:64])[cH:65][cH:66][cH:67][c:68]2[O:69][CH:70]([CH3:71])[CH3:72])[CH2:73][CH2:74][CH2:75][CH2:76][CH2:77]1.[Na+:44].[O:116]=[C:117]([CH:118]=[CH:119][c:120]1[cH:121][cH:122][cH:123][cH:124][cH:125]1)[CH:126]=[CH:127][c:128]1[cH:129][cH:130][cH:131][cH:132][cH:133]1.[O:80]=[C:81]([CH:82]=[CH:83][c:84]1[cH:85][cH:86][cH:87][cH:88][cH:89]1)[CH:90]=[CH:91][c:92]1[cH:93][cH:94][cH:95][cH:96][cH:97]1.[O:98]=[C:99]([CH:100]=[CH:101][c:102]1[cH:103][cH:104][cH:105][cH:106][cH:107]1)[CH:108]=[CH:109][c:110]1[cH:111][cH:112][cH:113][cH:114][cH:115]1.[Pd:78].[Pd:79]>>[c:2]1([N:30]2[CH:25]([CH2:18][c:19]3[cH:20][cH:21][cH:22][cH:23][cH:24]3)[CH2:26][N:27]([S:31](=[O:32])(=[O:33])[c:34]3[s:35][cH:36][cH:37][cH:38]3)[CH2:28][CH2:29]2)[cH:3][cH:4][c:5]([C:8]([C:9]([F:10])([F:11])[F:12])([C:13]([F:14])([F:15])[F:16])[OH:17])[cH:6][cH:7]1. Starting materials: [BH4-], CCNc1ccc(C(C)=O)cc1N=C1SC(=C2Sc3ccccc3N2C)C(=O)N1Cc1ccccc1, C1CCOC1, CO, [Na+]. RXN SMILES: [BH4-:37].[C:1]([CH3:2])(=[O:3])[c:4]1[cH:5][cH:6][c:7]([NH:34][CH2:35][CH3:36])[c:8]([N:10]=[C:11]2[S:12][C:13](=[C:24]3[S:25][c:26]4[c:27]([cH:30][cH:31][cH:32][cH:33]4)[N:28]3[CH3:29])[C:14](=[O:23])[N:15]2[CH2:16][c:17]2[cH:18][cH:19][cH:20][cH:21][cH:22]2)[cH:9]1.[CH2:41]1[O:42][CH2:43][CH2:44][CH2:45]1.[CH3:39][OH:40].[Na+:38]>>[CH:1]([CH3:2])([OH:3])[c:4]1[cH:5][cH:6][c:7]([NH:34][CH2:35][CH3:36])[c:8]([N:10]=[C:11]2[S:12][C:13](=[C:24]3[S:25][c:26]4[c:27]([cH:30][cH:31][cH:32][cH:33]4)[N:28]3[CH3:29])[C:14](=[O:23])[N:15]2[CH2:16][c:17]2[cH:18][cH:19][cH:20][cH:21][cH:22]2)[cH:9]1. Yields the product CCNc1ccc(C(C)O)cc1N=C1SC(=C2Sc3ccccc3N2C)C(=O)N1Cc1ccccc1. Reactants: ClCCCl, O=C(O)c1cc2c([N+](=O)[O-])cccc2s1, COc1c(N)cc(C(C)(C)C)cc1NS(C)(=O)=O, CN(C)C=O, On1nnc2ccccc21. The product is COc1c(NC(=O)c2cc3c([N+](=O)[O-])cccc3s2)cc(C(C)(C)C)cc1NS(C)(=O)=O. Reaction SMILES: [CH2:34]([Cl:35])[CH2:36][Cl:37].[N+:1](=[O:2])([O-:3])[c:4]1[cH:5][cH:6][cH:7][c:8]2[s:9][c:10]([C:13](=[O:14])[OH:15])[cH:11][c:12]12.[NH2:16][c:17]1[c:18]([O:32][CH3:33])[c:19]([NH:27][S:28](=[O:29])(=[O:30])[CH3:31])[cH:20][c:21]([C:23]([CH3:24])([CH3:25])[CH3:26])[cH:22]1.[O:48]=[CH:49][N:50]([CH3:51])[CH3:52].[OH:38][n:39]1[c:40]2[c:41]([cH:42][cH:43][cH:44][cH:45]2)[n:46][n:47]1>>[N+:1](=[O:2])([O-:3])[c:4]1[cH:5][cH:6][cH:7][c:8]2[s:9][c:10]([C:13](=[O:15])[NH:16][c:17]3[c:18]([O:32][CH3:33])[c:19]([NH:27][S:28](=[O:29])(=[O:30])[CH3:31])[cH:20][c:21]([C:23]([CH3:24])([CH3:25])[CH3:26])[cH:22]3)[cH:11][c:12]12. Reactants: CCOC(=O)Cn1cc(Cc2ncc[nH]2)c2ccccc21, CCO, [Na+], [OH-], O. Yields the product O=C(O)Cn1cc(Cc2ncc[nH]2)c2ccccc21. As a reaction SMILES: [CH2:1]([CH3:2])[O:3][C:4](=[O:5])[CH2:6][n:7]1[cH:8][c:9]([CH2:16][c:17]2[nH:18][cH:19][cH:20][n:21]2)[c:10]2[cH:11][cH:12][cH:13][cH:14][c:15]12.[CH3:24][CH2:25][OH:26].[Na+:23].[OH-:22].[OH2:27]>>[O:3]=[C:4]([OH:5])[CH2:6][n:7]1[cH:8][c:9]([CH2:16][c:17]2[n:18][cH:19][cH:20][nH:21]2)[c:10]2[cH:11][cH:12][cH:13][cH:14][c:15]12.